This data is from the Open Reaction Database (ORD), a public repository of structured organic reaction records. The task is: describe an organic reaction: reactants, conditions, products, and yield RXN SMILES: [Br:30][c:31]1[cH:32][cH:33][cH:34][c:35]2[c:36](=[O:64])[c:37](-[c:47]3[cH:48][cH:49][c:50]([C:53]4([NH:57][S:58]([C:59]([CH3:60])([CH3:61])[CH3:62])=[O:63])[CH2:54][O:55][CH2:56]4)[cH:51][cH:52]3)[c:38](-[c:41]3[cH:42][cH:43][cH:44][cH:45][cH:46]3)[o:39][c:40]12.[NH2:1][C:2]1([c:3]2[cH:4][cH:5][c:6](-[c:7]3[c:8](=[O:9])[c:10]4[c:11]([cH:12][cH:13][c:14]([F:15])[cH:16]4)[o:17][c:18]3-[c:19]3[cH:20][cH:21][cH:22][cH:23][cH:24]3)[cH:25][cH:26]2)[CH2:27][CH2:28][CH2:29]1>>[Br:30][c:31]1[cH:32][cH:33][cH:34][c:35]2[c:36](=[O:64])[c:37](-[c:47]3[cH:48][cH:49][c:50]([C:53]4([NH2:57])[CH2:54][O:55][CH2:56]4)[cH:51][cH:52]3)[c:38](-[c:41]3[cH:42][cH:43][cH:44][cH:45][cH:46]3)[o:39][c:40]12. Reactants: CC(C)(C)S(=O)NC1(c2ccc(-c3c(-c4ccccc4)oc4c(Br)cccc4c3=O)cc2)COC1, NC1(c2ccc(-c3c(-c4ccccc4)oc4ccc(F)cc4c3=O)cc2)CCC1. Product: NC1(c2ccc(-c3c(-c4ccccc4)oc4c(Br)cccc4c3=O)cc2)COC1. Starting materials: [Ag+], CN=C(NC#N)SC, O=C([O-])[O-], CN(C)C=O, Cc1[nH]cnc1CSCCN, [K+], [K+], O=[N+]([O-])[O-], c1ccncc1. Product: CNC(=NCCSCc1nc[nH]c1C)NC#N. Reaction SMILES: [Ag+:41].[C:1](#[N:2])[NH:3][C:4]([S:5][CH3:6])=[N:7][CH3:8].[C:20](=[O:21])([O-:22])[O-:23].[CH3:26][N:27]([CH3:28])[CH:29]=[O:30].[CH3:9][c:10]1[c:11]([CH2:15][S:16][CH2:17][CH2:18][NH2:19])[n:12][cH:13][nH:14]1.[K+:24].[K+:25].[N+:37]([O-:38])([O-:39])=[O:40].[cH:31]1[cH:32][cH:33][n:34][cH:35][cH:36]1>>[C:1](#[N:2])[NH:3][C:4]([NH:7][CH3:8])=[N:19][CH2:18][CH2:17][S:16][CH2:15][c:11]1[c:10]([CH3:9])[nH:14][cH:13][n:12]1. The reactants are [OH-].[K+] (potassium hydroxide), C(=C)C(C1=CC=CC=C1)Cl (vinylbenzylchloride), C(C)(C)(C)C1=CC(=CC(=C1O)C(C)(C)C)C (2,6-di-tert-butyl-p-cresol), C1=CC=CC1.C1=CC=CC1.C1=CC(=CC=C1O)C (para-cresol dicyclopentadiene), [OH-].[K+] (potassium hydroxide), C(CC)Br (n-propylbromide). The solvent is CO (methanol), C1(=CC=CC=C1)C (toluene), CN1C(CCC1)=O (N-methylpyrrolidinone), CO (methanol). Run at temperature 60 celsius. Product: C1C=CC2C1C3CC2C=C3 (Dicyclopentadiene). As a reaction SMILES: [CH:1]1[CH2:5][CH:4]=[CH:3][CH:2]=1.[CH:6]1[CH2:10][CH:9]=[CH:8][CH:7]=1.C1C(O)=CC=C(C)C=1.C(C(Cl)C1C=CC=CC=1)=C.C(C1C(O)=C(C(C)(C)C)C=C(C)C=1)(C)(C)C.[OH-].[K+].C(Br)CC>CN1CCCC1=O.CO.C1(C)C=CC=CC=1>[CH2:2]1[CH:1]2[CH:8]3[CH:7]=[CH:6][CH:10]([CH:5]2[CH:4]=[CH:3]1)[CH2:9]3 |f:0.1.2,5.6|. Procedure: 318.5 grams of the para-cresol icyclopentadiene (PCDP) from above was dissolved in 1100 mL of N-methylpyrrolidinone (NMP) in a 2000 mL 3-neck round bottom flask equipped with mechanical stirrer, addition funnel, condenser, thermometer, nitrogen purge and Therm-O-Watch. To this reaction mixture was added 195.0 g (1.278 moles) of vinylbenzylchloride (60/40 para/meta isomer ratio) and 0.30 g of 2,6-di-tert-butyl-p-cresol (BHT). The reaction mixture was heated to 60° C. and 84.05 g (1.498 moles) of ...